Dataset: the Open Reaction Database (ORD), a public repository of structured organic reaction records. Task: describe an organic reaction: reactants, conditions, products, and yield Reactants: O=O (oxygen), brominated p-methylstyrene-isobutene, CCCCC(CCCC)C1=CC(=NC=C1)C1=NC=CC(=C1)C(CCCC)CCCC (4,4′-di-(5-nonyl)-2,2′-bipyridine), C[C@]12CC[C@@H](C1(C)C)CC2C(=C)C(=O)[O-] (isobornyl acrylate), CuBr, C[C@]12CC[C@@H](C1(C)C)CC2C(=C)C(=O)[O-] (isobornyl acrylate), C[C@]12CC[C@@H](C1(C)C)CC2C(=C)C(=O)[O-] (isobornyl acrylate). Run at temperature 0 celsius. Product: C=C(C)C.C[C@]12CC[C@@H](C1(C)C)CC2C(=C)C(=O)[O-] (Isobutene Isobornyl Acrylate). As a reaction SMILES: [CH3:1][C@@:2]12[CH:10]([C:11]([C:13]([O-:15])=[O:14])=[CH2:12])[CH2:9][C@H:5]([C:6]1([CH3:8])[CH3:7])[CH2:4][CH2:3]2.CCCCC(C1C=CN=C(C2C=C(C(CCCC)CCCC)C=CN=2)C=1)CCCC.O=O>>[CH2:1]=[C:2]([CH3:6])[CH3:3].[CH3:1][C@@:2]12[CH:10]([C:11]([C:13]([O-:15])=[O:14])=[CH2:12])[CH2:9][C@H:5]([C:6]1([CH3:7])[CH3:8])[CH2:4][CH2:3]2 |f:3.4|. Reported procedure: The following reagents were weighed into a glass tube under ambient temperature: 0.3 g(3×10−7 mol) brominated p-methylstyrene-isobutene elastomer (Exxon) (Mn=108380, Mw/Mn=2.31), 12 mg (8.37×10−2 mmol) of CuBr, 1.00 mL (0.986 g, 5 mmol) of isobornyl acrylate, and 60 mg (0.175 mmol) 4,4′-di-(5-nonyl)-2,2′-bipyridine. Two “freeze-pump-thaw” cycles were performed on the contents of the tube to insure that oxygen was removed from the polymerization solution. The tube was sealed under vacuum and plac... The reactants are C([O-])(O)=O.[Na+] (sodium bicarbonate), COC(COC1=CC=C2C(=CC(=NC2=C1C)C=1SC=C(N1)C(C)C)O)OC (7-(2,2-Dimethoxy-ethoxy)-2-(4-isopropyl-thiazol-2-yl)-8-methyl-quinolin-4-ol), CO (methanol), O=P(Cl)(Cl)Cl (POCl3). Run in N1=CC=CC=C1 (pyridine). Reaction conditions: temperature 80 celsius. The product is ClC1=CC(=NC2=C(C(=CC=C12)OCC(OC)OC)C)C=1SC=C(N1)C(C)C (4-Chloro-7-(2,2-dimethoxy-ethoxy)-2-(4-isopropyl-thiazol-2-yl)-8-methyl-quinoline). RXN SMILES: [CH3:1][O:2][CH:3]([O:26][CH3:27])[CH2:4][O:5][C:6]1[C:15]([CH3:16])=[C:14]2[C:9]([C:10](O)=[CH:11][C:12]([C:17]3[S:18][CH:19]=[C:20]([CH:22]([CH3:24])[CH3:23])[N:21]=3)=[N:13]2)=[CH:8][CH:7]=1.O=P(Cl)(Cl)[Cl:30].CO.C(=O)(O)[O-].[Na+]>N1C=CC=CC=1>[Cl:30][C:10]1[C:9]2[C:14](=[C:15]([CH3:16])[C:6]([O:5][CH2:4][CH:3]([O:26][CH3:27])[O:2][CH3:1])=[CH:7][CH:8]=2)[N:13]=[C:12]([C:17]2[S:18][CH:19]=[C:20]([CH:22]([CH3:24])[CH3:23])[N:21]=2)[CH:11]=1 |f:3.4|. Procedure details: 7-(2,2-Dimethoxy-ethoxy)-2-(4-isopropyl-thiazol-2-yl)-8-methyl-quinolin-4-ol (875 mg, 2.3 mmol) was dissolved in pyridine (20 mL). POCl3 (4.2 ml, 46.0 mmol) was added slowly. The reaction was heated at 80° C. for 4 hours. The reaction was cooled to 0° C. and methanol (5 mL) was added. The reaction was neutralized with a saturated aqueous sodium bicarbonate solution. The product was extracted with ethyl acetate (3×20 mL). The combined organics were dried with sodium sulfate, filtered and was conc... Reactants: N(=[N+]=[N-])CC1=CC=C2C(=CC(=NC2=C1)C#N)Cl (7-(azidomethyl)-4-chloroquinoline-2-carbonitrile), [N+](=O)([O-])C1=CC=C(C(=O)OC(C#C)(C(F)(F)F)CC)C=C1 (1-ethyl-1-(trifluoromethyl)prop-2-yn-1-yl 4-nitrobenzoate), C(C)(C)N(CC)C(C)C (diisopropylethylamine). The reagents and catalysts are [Cu](I)I (copper iodide). Run in C(C)(=O)OCC (ethyl acetate), C1CCOC1 (THF). Conditions: time 8 hour. Product: [N+](=O)([O-])C1=CC=C(C(=O)O[C@](CC)(C(F)(F)F)C=2N=NN(C2)CC2=CC=C3C(=CC(=NC3=C2)C#N)Cl)C=C1 ((S)-1-{1-[(4-chloro-2-cyanoquinolin-7-yl)methyl]-1H-1,2,3-triazol-4-yl}-1-(trifluoromethyl)propyl 4-nitrobenzoate). RXN SMILES: [N:1]([CH2:4][C:5]1[CH:14]=[C:13]2[C:8]([C:9]([Cl:17])=[CH:10][C:11]([C:15]#[N:16])=[N:12]2)=[CH:7][CH:6]=1)=[N+:2]=[N-:3].[N+:18]([C:21]1[CH:38]=[CH:37][C:24]([C:25]([O:27][C:28]([CH2:35][CH3:36])([C:31]([F:34])([F:33])[F:32])[C:29]#[CH:30])=[O:26])=[CH:23][CH:22]=1)([O-:20])=[O:19].C(N(C(C)C)CC)(C)C>C1COCC1.C(OCC)(=O)C.[Cu](I)I>[N+:18]([C:21]1[CH:22]=[CH:23][C:24]([C:25]([O:27][C@@:28]([C:29]2[N:3]=[N:2][N:1]([CH2:4][C:5]3[CH:14]=[C:13]4[C:8]([C:9]([Cl:17])=[CH:10][C:11]([C:15]#[N:16])=[N:12]4)=[CH:7][CH:6]=3)[CH:30]=2)([C:31]([F:32])([F:33])[F:34])[CH2:35][CH3:36])=[O:26])=[CH:37][CH:38]=1)([O-:20])=[O:19]. Procedure details: To a solution of 7-(azidomethyl)-4-chloroquinoline-2-carbonitrile (560 mg, 2.3 mmol) and 1-ethyl-1-(trifluoromethyl)prop-2-yn-1-yl 4-nitrobenzoate (S-isomer, 728 mg, 2.42 mmol) in THF (18 mL) was added diisopropylethylamine (2.0 mL, 11.5 mmol) followed by copper iodide (655 mg, 3.45 mmol). The mixture was stirred at room temperature overnight. The reaction mixture was diluted with ethyl acetate, washed with a sat. sol. of NH4Cl, Brine and dried over anhydrous MgSO4. The solvent was removed under... Starting materials: [BH4-].[Na+] (NaBH4), C(=O)(OC(C)(C)C)NCC1=CC=C(C=C1)[N+](=O)[O-] (p-BocNHCH2C6H4NO2), NiCl2.6H2O, [BH4-].[Na+] (NaBH4). The solvent is CO (methanol). Yields the product C(=O)(OC(C)(C)C)NCC1=CC=C(C=C1)N (p-BocNHCH2C6H4NH2). The yield is 96.9%. RXN SMILES: [C:1]([NH:8][CH2:9][C:10]1[CH:15]=[CH:14][C:13]([N+:16]([O-])=O)=[CH:12][CH:11]=1)([O:3][C:4]([CH3:7])([CH3:6])[CH3:5])=[O:2].[BH4-].[Na+]>CO>[C:1]([NH:8][CH2:9][C:10]1[CH:15]=[CH:14][C:13]([NH2:16])=[CH:12][CH:11]=1)([O:3][C:4]([CH3:7])([CH3:6])[CH3:5])=[O:2] |f:1.2|. Procedure: To a stirring solution of p-BocNHCH2C6H4NO2 (7.5 g, 29.7 mmol) and NiCl2.6H2O (17.7 g, 74.3 mmol) in methanol (150 mL) at 0° C. was added NaBH4 (5.6 g, 149 mmol) in small portions over 30 min. After complete addition of NaBH4 and 15 min, the solvent was evaporated in vacuo and the residue was dissolved in conc. ammonium hydroxide and extracted twice with dichloromethane. The combined organic extracts were washed with brine, dried with MgSO4, filtered and concentrated in vacuo to give 6.4 g (97%)...